This data is from the Open Reaction Database (ORD), a public repository of structured organic reaction records. The task is: describe an organic reaction: reactants, conditions, products, and yield The reactants are [OH-].[Na+] (NaOH), C(C)OC(C(OC1=CC=C(C=C1)F)(F)F)=O (2,2-difluoro-2-(4-fluorophenoxy)acetic acid ethyl ester). The solvent is O (water), CO (MeOH), C1CCOC1 (THF). Conditions: temperature 40 celsius, time 1 hour. Yields the product FC(C(=O)O)(OC1=CC=C(C=C1)F)F (2,2-difluoro-2-(4-fluorophenoxy)acetic acid). Reaction SMILES: C([O:3][C:4](=[O:16])[C:5]([F:15])([F:14])[O:6][C:7]1[CH:12]=[CH:11][C:10]([F:13])=[CH:9][CH:8]=1)C.[OH-].[Na+]>CO.C1COCC1.O>[F:15][C:5]([F:14])([O:6][C:7]1[CH:12]=[CH:11][C:10]([F:13])=[CH:9][CH:8]=1)[C:4]([OH:16])=[O:3] |f:1.2|. Procedure: To a solution of 2,2-difluoro-2-(4-fluorophenoxy)acetic acid ethyl ester (2.9 g, 12 mmol) in a mixture of MeOH (20 ml) and THF (10 ml) was added a solution of NaOH (1.48 g, 37 mmol) in water (10 ml). The reaction mixture was stirred 20 h at rt and 1 h at 40° C. The reaction mixture was concentrated and the remaining aqueous solution was diluted with water (10 ml) and washed with hexanes. The solution was acidified to pH 3 by adding 1N HCl and the heterogeneous mixture was extracted with ethyl ac... The reactants are CCc1ccc(-c2nc(-c3cc(C)c(O)c(C)c3)no2)s1, CC(C)O, OCC(O)CCl, [Na+], [OH-], O. The product is CCc1ccc(-c2nc(-c3cc(C)c(OCC(O)CO)c(C)c3)no2)s1. As a reaction SMILES: [CH2:1]([CH3:2])[c:3]1[cH:4][cH:5][c:6](-[c:8]2[n:9][c:10](-[c:13]3[cH:14][c:15]([CH3:21])[c:16]([OH:20])[c:17]([CH3:19])[cH:18]3)[n:11][o:12]2)[s:7]1.[CH:28]([OH:29])([CH3:30])[CH3:31].[Cl:22][CH2:23][CH:24]([CH2:25][OH:26])[OH:27].[Na+:33].[OH-:32].[OH2:34]>>[CH2:1]([CH3:2])[c:3]1[cH:4][cH:5][c:6](-[c:8]2[n:9][c:10](-[c:13]3[cH:14][c:15]([CH3:21])[c:16]([O:20][CH2:23][CH:24]([CH2:25][OH:26])[OH:27])[c:17]([CH3:19])[cH:18]3)[n:11][o:12]2)[s:7]1. The reactants are CC(C)COC(=O)CCC1NC(=O)CN1Cc1ccccc1, CO, O=CO, Cl, O. The product is Cl, CC(C)COC(=O)CCC1NCC(=O)N1. Reaction SMILES: [CH2:5]([c:6]1[cH:7][cH:8][cH:9][cH:10][cH:11]1)[N:12]1[CH:13]([CH2:18][CH2:19][C:20](=[O:21])[O:22][CH2:23][CH:24]([CH3:25])[CH3:26])[NH:14][C:15](=[O:17])[CH2:16]1.[CH3:28][OH:29].[CH:1]([OH:2])=[O:3].[ClH:4].[OH2:27]>>[ClH:4].[NH:12]1[CH:13]([CH2:18][CH2:19][C:20](=[O:21])[O:22][CH2:23][CH:24]([CH3:25])[CH3:26])[NH:14][C:15](=[O:17])[CH2:16]1. Starting materials: CSC.B (Borane dimethylsulfide), resultant mixture, O=C1COC2(CN1)CCN(CC2)C(=O)OC(C)(C)C (tert-butyl 3-oxo-1-oxa-4,9-diazaspiro[5.5]undecane-9-carboxylate), B.C1CCOC1 (borane THF), resultant mixture. Run in C1CCOC1 (THF). Conditions: time 6 hour. Yields the product O1CCNCC12CCN(CC2)C(=O)OC(C)(C)C (tert-Butyl 1-oxa-4,9-diazaspiro[5.5]undecane-9-carboxylate). As a reaction SMILES: O=[C:2]1[NH:7][CH2:6][C:5]2([CH2:12][CH2:11][N:10]([C:13]([O:15][C:16]([CH3:19])([CH3:18])[CH3:17])=[O:14])[CH2:9][CH2:8]2)[O:4][CH2:3]1.B.C1COCC1.CSC.B>C1COCC1>[O:4]1[C:5]2([CH2:12][CH2:11][N:10]([C:13]([O:15][C:16]([CH3:19])([CH3:18])[CH3:17])=[O:14])[CH2:9][CH2:8]2)[CH2:6][NH:7][CH2:2][CH2:3]1 |f:1.2,3.4|. Procedure details: A solution of tert-butyl 3-oxo-1-oxa-4,9-diazaspiro[5.5]undecane-9-carboxylate (example 12, step a) (8.2 g) in THF (100 mL) was treated dropwise with borane THF complex (1M in THF, 91 mL) and the resultant mixture heated at 55° C. for 2 hours. Borane dimethylsulfide complex (2M in THF, 15.17 mL) was added and the resultant mixture heated at 55° C. for 2 hours. The mixture was cooled to room temperature and quenched with methanol, then the solvents were evaporated under reduced pressure. The resi...